Task: describe an organic reaction: reactants, conditions, products, and yield. Dataset: the Open Reaction Database (ORD), a public repository of structured organic reaction records The reactants are CC(=O)[O-], CC(=O)[O-], CCOC(=O)CC(C)=O, COC(=O)c1ccc(C)c(Br)c1, Cc1ccccc1, [K+], [K+], [K+], O=P([O-])([O-])[O-], [Pd+2]. Product: CCOC(=O)Cc1cc(C(=O)OC)ccc1C. As a reaction SMILES: [C:37]([O-:38])(=[O:39])[CH3:40].[C:41]([O-:42])(=[O:43])[CH3:44].[CH2:13]([CH3:14])[O:15][C:16]([CH2:17][C:18](=[O:19])[CH3:20])=[O:21].[CH3:1][O:2][C:3]([c:4]1[cH:5][c:6]([Br:11])[c:7]([CH3:10])[cH:8][cH:9]1)=[O:12].[CH3:30][c:31]1[cH:32][cH:33][cH:34][cH:35][cH:36]1.[K+:27].[K+:28].[K+:29].[P:22]([O-:23])([O-:24])([O-:25])=[O:26].[Pd+2:45]>>[CH3:1][O:2][C:3]([c:4]1[cH:5][c:6]([CH2:17][C:16]([O:15][CH2:13][CH3:14])=[O:21])[c:7]([CH3:10])[cH:8][cH:9]1)=[O:12].